From a dataset of the Open Reaction Database (ORD), a public repository of structured organic reaction records. describe an organic reaction: reactants, conditions, products, and yield Reactants: O=[N+]([O-])c1ccc2[nH]cc(C3=CCN4CCCC4C3)c2c1, CO, NN, O. The product is Nc1ccc2[nH]cc(C3=CCN4CCCC4C3)c2c1. Reaction SMILES: [CH2:1]1[CH2:2][CH2:3][N:4]2[CH2:5][CH:6]=[C:7]([c:10]3[cH:11][nH:12][c:13]4[cH:14][cH:15][c:16]([N+:19]([O-:20])=[O:21])[cH:17][c:18]34)[CH2:8][CH:9]12.[CH3:25][OH:26].[NH2:23][NH2:24].[OH2:22]>>[CH2:1]1[CH2:2][CH2:3][N:4]2[CH2:5][CH:6]=[C:7]([c:10]3[cH:11][nH:12][c:13]4[cH:14][cH:15][c:16]([NH2:19])[cH:17][c:18]34)[CH2:8][CH:9]12. The reactants are BrC=1SC=CC1C (2-Bromo-3-methylthiophene), [Li]CCCC (n-BuLi), B(OC(C)C)(OC(C)C)OC(C)C (triisopropyl borate), Cl (HCl). Yields the product B(C1=C(C=CS1)C)(O)O (3-Methylthiophen-2-yl-2-boronic acid). Yield: 93.0%. Reaction SMILES: Br[C:2]1[S:3][CH:4]=[CH:5][C:6]=1[CH3:7].[Li]CCCC.[B:13](OC(C)C)([O:18]C(C)C)[O:14]C(C)C.Cl>>[B:13]([OH:18])([OH:14])[C:2]1[S:3][CH:4]=[CH:5][C:6]=1[CH3:7]. Reported procedure: 2-Bromo-3-methylthiophene was treated with n-BuLi (1.6 M in hexanes, 38.8 mL, 62.1 mmol), triisopropyl borate (15.1 mL, 65.4 mmol) and HCl(aq) (2.7 N, 52.5 mL) as for 1 to give the title compound 5 (7.2 g, 93% yield) as a brown solid: 1H NMR (CD3OD) δ 7.27 (d, J=5.5 Hz, 1H), 6.80 (d, J=5.5 Hz, 1H), 2.16 (s, 3H). This material was used directly in Suzuki cross coupling reactions. The reactants are CCC(=O)Cl, Cl, O=C(NC1CCCNC1)c1c[nH]c2c(-c3c(OCC4CC4)ccc4c3OCO4)ncnc12. The product is CCC(=O)N1CCCC(NC(=O)c2c[nH]c3c(-c4c(OCC5CC5)ccc5c4OCO5)ncnc23)C1. RXN SMILES: [C:34]([CH2:35][CH3:36])(=[O:37])[Cl:38].[ClH:1].[NH:2]1[CH2:3][CH:4]([NH:8][C:9](=[O:10])[c:11]2[cH:12][nH:13][c:14]3[c:15]2[n:16][cH:17][n:18][c:19]3-[c:20]2[c:21]([O:29][CH2:30][CH:31]3[CH2:32][CH2:33]3)[cH:22][cH:23][c:24]3[c:28]2[O:27][CH2:26][O:25]3)[CH2:5][CH2:6][CH2:7]1>>[N:2]1([C:34]([CH2:35][CH3:36])=[O:37])[CH2:3][CH:4]([NH:8][C:9](=[O:10])[c:11]2[cH:12][nH:13][c:14]3[c:15]2[n:16][cH:17][n:18][c:19]3-[c:20]2[c:21]([O:29][CH2:30][CH:31]3[CH2:32][CH2:33]3)[cH:22][cH:23][c:24]3[c:28]2[O:27][CH2:26][O:25]3)[CH2:5][CH2:6][CH2:7]1. The solvent is CC(=O)C (acetone). Starting materials: COC1=C(C=CC=C1OCCC)O (2-methoxy-3-n-propoxy-phenol), ClC(C#C)(C)C (3-chloro-3-methyl-but-1-ine), C([O-])([O-])=O.[K+].[K+] (potassium carbonate), [I-].[K+] (potassium iodide). Reported procedure: A suspension of 5.5 g (30 millimoles) of 2-methoxy-3-n-propoxy-phenol, 6.5 g (60 millimoles) of 3-chloro-3-methyl-but-1-ine, 5 g of potassium carbonate, 8 g of potassium iodide and 50 ml of anhydrous acetone is heated to boiling under stirring for 20 hours. The inorganic salt is filtered off, the filtrate evaporated and the residue heated to boiling in 100 ml of N,N-dimethyl aniline for 8 hours. The reaction mixture is worked up in the usual manner and the product is purified as described in Exa... Reaction SMILES: [CH3:1][O:2][C:3]1[C:8]([O:9][CH2:10][CH2:11][CH3:12])=[CH:7][CH:6]=[CH:5][C:4]=1[OH:13].Cl[C:15]([CH3:19])([CH3:18])[C:16]#[CH:17].C(=O)([O-])[O-].[K+].[K+].[I-].[K+]>CC(C)=O>[CH2:10]([O:9][C:8]1[C:3]([O:2][CH3:1])=[C:4]2[C:5]([CH:17]=[CH:16][C:15]([CH3:19])([CH3:18])[O:13]2)=[CH:6][CH:7]=1)[CH2:11][CH3:12] |f:2.3.4,5.6|. Product: C(CC)OC1=CC=C2C=CC(OC2=C1OC)(C)C (7-n-propoxy-8-methoxy-2,2-dimethyl-2H-chromene). The yield is 79.2%. Run at time 20 hour. Reactants: COC(=O)C(Cc1ccc(OCCc2nc(-c3ccccc3)oc2C)cc1)C(=O)O, CI, CC(C)[N-]C(C)C, [Cl-], [Li+], [NH4+], C1CCOC1. Yields the product COC(=O)C(C)(Cc1ccc(OCCc2nc(-c3ccccc3)oc2C)cc1)C(=O)O. RXN SMILES: [CH3:1][O:2][C:3](=[O:4])[CH:5]([C:6](=[O:7])[OH:8])[CH2:9][c:10]1[cH:11][cH:12][c:13]([O:16][CH2:17][CH2:18][c:19]2[n:20][c:21](-[c:25]3[cH:26][cH:27][cH:28][cH:29][cH:30]3)[o:22][c:23]2[CH3:24])[cH:14][cH:15]1.[CH3:39][I:40].[CH:31]([N-:32][CH:33]([CH3:34])[CH3:35])([CH3:36])[CH3:37].[Cl-:41].[Li+:38].[NH4+:42].[O:43]1[CH2:44][CH2:45][CH2:46][CH2:47]1>>[CH3:1][O:2][C:3](=[O:4])[C:5]([C:6](=[O:7])[OH:8])([CH2:9][c:10]1[cH:11][cH:12][c:13]([O:16][CH2:17][CH2:18][c:19]2[n:20][c:21](-[c:25]3[cH:26][cH:27][cH:28][cH:29][cH:30]3)[o:22][c:23]2[CH3:24])[cH:14][cH:15]1)[CH3:31]. The reactants are [Bi], CCCCc1ncc(CO)[nH]1, CCCCCCCCCCCC, CC(=O)CC(C)C, [Na+], [OH-], OO, [Pt]. Yields the product CCCCc1ncc(C=O)[nH]1. As a reaction SMILES: [Bi:24].[CH2:1]([CH2:2][CH2:3][CH3:4])[c:5]1[nH:6][c:7]([CH2:10][OH:11])[cH:8][n:9]1.[CH3:12][CH2:13][CH2:14][CH2:15][CH2:16][CH2:17][CH2:18][CH2:19][CH2:20][CH2:21][CH2:22][CH3:23].[CH3:30][C:31]([CH2:32][CH:33]([CH3:34])[CH3:35])=[O:36].[Na+:26].[OH-:25].[OH:27][OH:28].[Pt:29]>>[CH2:1]([CH2:2][CH2:3][CH3:4])[c:5]1[nH:6][c:7]([CH:10]=[O:11])[cH:8][n:9]1.